Dataset: the Open Reaction Database (ORD), a public repository of structured organic reaction records. Task: describe an organic reaction: reactants, conditions, products, and yield Starting materials: O (water), IC1=CC=C2C=NNC2=C1 (6-iodo-1H-indazole), C(C)NC(C1=CC(=C(C=C1)C)B1OC(C(O1)(C)C)(C)C)=O (N-ethyl-4-methyl-3-(4,4,5,5-tetramethyl-1,3,2-dioxaborolan-2-yl)benzamide), C(C)NC(C1=CC(=C(C=C1)C)B1OC(C(O1)(C)C)(C)C)=O (N-ethyl-4-methyl-3-(4,4,5,5-tetramethyl-1,3,2-dioxaborolan-2-yl)benzamide), C(O)([O-])=O.[Na+] (sodium hydrogen carbonate). Reagents/catalysts: C=1C=CC(=CC1)[P](C=2C=CC=CC2)(C=3C=CC=CC3)[Pd]([P](C=4C=CC=CC4)(C=5C=CC=CC5)C=6C=CC=CC6)([P](C=7C=CC=CC7)(C=8C=CC=CC8)C=9C=CC=CC9)[P](C=1C=CC=CC1)(C=1C=CC=CC1)C=1C=CC=CC1 (tetrakis(triphenylphosphine)palladium(0)). Solvent: C(C)(C)O (isopropanol). Conditions: temperature 150 celsius. Yields the product C(C)NC(C1=CC(=C(C=C1)C)C1=CC=C2C=NNC2=C1)=O (N-Ethyl-3-(1H-indazol-6-yl)-4-methylbenzamide). Isolated yield 48.5%. RXN SMILES: I[C:2]1[CH:10]=[C:9]2[C:5]([CH:6]=[N:7][NH:8]2)=[CH:4][CH:3]=1.[CH2:11]([NH:13][C:14](=[O:31])[C:15]1[CH:20]=[CH:19][C:18]([CH3:21])=[C:17](B2OC(C)(C)C(C)(C)O2)[CH:16]=1)[CH3:12].C(=O)([O-])O.[Na+].O>C(O)(C)C.C1C=CC([P]([Pd]([P](C2C=CC=CC=2)(C2C=CC=CC=2)C2C=CC=CC=2)([P](C2C=CC=CC=2)(C2C=CC=CC=2)C2C=CC=CC=2)[P](C2C=CC=CC=2)(C2C=CC=CC=2)C2C=CC=CC=2)(C2C=CC=CC=2)C2C=CC=CC=2)=CC=1>[CH2:11]([NH:13][C:14](=[O:31])[C:15]1[CH:20]=[CH:19][C:18]([CH3:21])=[C:17]([C:2]2[CH:10]=[C:9]3[C:5]([CH:6]=[N:7][NH:8]3)=[CH:4][CH:3]=2)[CH:16]=1)[CH3:12] |f:2.3,^1:45,47,66,85|. Procedure: A stirred mixture of 6-iodo-1H-indazole (0.45 g), N-ethyl-4-methyl-3-(4,4,5,5-tetramethyl-1,3,2-dioxaborolan-2-yl)benzamide (Intermediate 10, 0.54 g) tetrakis(triphenylphosphine)palladium(0) (0.05 g) and aqueous sodium hydrogen carbonate (1M, 1 ml) in isopropanol (10 ml) was heated at 150° C. for 30 min in a microwave oven. The reaction mixture was poured into water (50 ml) and extracted with ethyl acetate (3×25 ml). The extracts were washed with water (25 ml) dried (Na2SO4) and concentrated und... Reactants: COC1=C(CO)C=CC=C1OC1=C(C=CC=C1)Cl (2-methoxy-3-(2-chlorophenoxy)benzyl alcohol), S(=O)(Cl)Cl (thionyl chloride). The reagents and catalysts are N1=CC=CC=C1 (pyridine). The solvent is C1=CC=CC=C1 (benzene). The product is COC1=C(C=CC=C1CCl)OC1=C(C=CC=C1)Cl (2-chlorophenyl 2-methoxy-3-chloromethylphenyl ether). RXN SMILES: [CH3:1][O:2][C:3]1[C:10]([O:11][C:12]2[CH:17]=[CH:16][CH:15]=[CH:14][C:13]=2[Cl:18])=[CH:9][CH:8]=[CH:7][C:4]=1[CH2:5]O.S(Cl)([Cl:21])=O>N1C=CC=CC=1.C1C=CC=CC=1>[CH3:1][O:2][C:3]1[C:4]([CH2:5][Cl:21])=[CH:7][CH:8]=[CH:9][C:10]=1[O:11][C:12]1[CH:17]=[CH:16][CH:15]=[CH:14][C:13]=1[Cl:18]. Procedure details: A mixture of 2-methoxy-3-(2-chlorophenoxy)benzyl alcohol (5.5 g), thionyl chloride (3 ml) and pyridine (one drop) in benzene (40 ml) was treated in a similar manner to that of Example 3-(6) to give oily 2-chlorophenyl 2-methoxy-3-chloromethylphenyl ether (6.4 g).